This data is from the Open Reaction Database (ORD), a public repository of structured organic reaction records. The task is: describe an organic reaction: reactants, conditions, products, and yield The reactants are CC([C@H](C(=O)OC(C1=CC=CC=C1)C1=CC=CC=C1)N1[C@H]2OC(=N[C@H]2C1=O)C1=CC=CC=C1)=C (diphenylmethyl (2R)-3-methyl-2-((1R,5S)-3-phenyl-7-oxo-4-oxa-2,6-diazabicyclo[3,2,0]hept-2-en-6-yl)-3-butenoate), solution, ClCl (chlorine). The solvent is C(Cl)Cl (methylene chloride), C(Cl)(Cl)(Cl)Cl (carbon tetrachloride). Yields the product C1(=CC=CC=C1)C1=N[C@H]2C(N([C@H]2O1)[C@@H](C(=O)OC(C1=CC=CC=C1)C1=CC=CC=C1)C(=C)CCl)=O (diphenylmethyl (2R)-2-[(1R,5S)-3-phenyl-7-oxo-4-oxa-2,6-diazabicylo[3,2,0]hept-2-en-6-yl]-3-chloromethyl-3-butenoate). RXN SMILES: [CH3:1][C:2](=[CH2:34])[C@@H:3]([N:20]1[C:26](=[O:27])[C@H:25]2[C@@H:21]1[O:22][C:23]([C:28]1[CH:33]=[CH:32][CH:31]=[CH:30][CH:29]=1)=[N:24]2)[C:4]([O:6][CH:7]([C:14]1[CH:19]=[CH:18][CH:17]=[CH:16][CH:15]=1)[C:8]1[CH:13]=[CH:12][CH:11]=[CH:10][CH:9]=1)=[O:5].[Cl:35]Cl>C(Cl)Cl.C(Cl)(Cl)(Cl)Cl>[C:28]1([C:23]2[O:22][C@H:21]3[C@H:25]([C:26](=[O:27])[N:20]3[C@H:3]([C:2]([CH2:1][Cl:35])=[CH2:34])[C:4]([O:6][CH:7]([C:14]3[CH:19]=[CH:18][CH:17]=[CH:16][CH:15]=3)[C:8]3[CH:9]=[CH:10][CH:11]=[CH:12][CH:13]=3)=[O:5])[N:24]=2)[CH:33]=[CH:32][CH:31]=[CH:30][CH:29]=1. Procedure: A solution of 100 mg of Compound (1a) in 3 ml of methylene chloride is mixed with 0.2 ml of a 1.66 N solution of chlorine in carbon tetrachloride at 38° C. with stirring under nitrogen atmosphere to yield Compound (7) after silica gel chromatography.